This data is from the Open Reaction Database (ORD), a public repository of structured organic reaction records. The task is: describe an organic reaction: reactants, conditions, products, and yield The reactants are ClC1=C(C=C(C=C1)CC(=O)O)F (4-chloro-3-fluorophenylacetic acid), C(C1=CC=CC=C1)O (benzyl alcohol). The product is C(C1=CC=CC=C1)OC=1C=C(C=CC1Cl)CC(=O)O ((3-Benzyloxy-4-chloro-phenyl)-acetic acid). As a reaction SMILES: [Cl:1][C:2]1[CH:7]=[CH:6][C:5]([CH2:8][C:9]([OH:11])=[O:10])=[CH:4][C:3]=1F.[CH2:13]([OH:20])[C:14]1[CH:19]=[CH:18][CH:17]=[CH:16][CH:15]=1>>[CH2:13]([O:20][C:3]1[CH:4]=[C:5]([CH2:8][C:9]([OH:11])=[O:10])[CH:6]=[CH:7][C:2]=1[Cl:1])[C:14]1[CH:19]=[CH:18][CH:17]=[CH:16][CH:15]=1. Reported procedure: Prepared according to the procedure described in Example 185, Step 1, using the following starting materials: 4-chloro-3-fluorophenylacetic acid and benzyl alcohol.